From a dataset of the Open Reaction Database (ORD), a public repository of structured organic reaction records. describe an organic reaction: reactants, conditions, products, and yield As a reaction SMILES: [NH:1]([C:5]1[CH:6]=[CH:7][C:8]2[N:12]=[C:11]([CH2:13][CH2:14][CH2:15][CH3:16])[N:10]([CH2:17][C:18]3[CH:23]=[CH:22][C:21]([C:24]4[C:25]([C:30]([O:32]C(C)(C)C)=[O:31])=[CH:26][CH:27]=[CH:28][CH:29]=4)=[CH:20][CH:19]=3)[C:9]=2[CH:37]=1)[C:2]([CH3:4])=[O:3].FC(F)(F)C(O)=O>>[NH:1]([C:5]1[CH:6]=[CH:7][C:8]2[N:12]=[C:11]([CH2:13][CH2:14][CH2:15][CH3:16])[N:10]([CH2:17][C:18]3[CH:23]=[CH:22][C:21]([C:24]4[C:25]([C:30]([OH:32])=[O:31])=[CH:26][CH:27]=[CH:28][CH:29]=4)=[CH:20][CH:19]=3)[C:9]=2[CH:37]=1)[C:2]([CH3:4])=[O:3]. Yields the product N(C(=O)C)C=1C=CC2=C(N(C(=N2)CCCC)CC2=CC=C(C=C2)C=2C(=CC=CC2)C(=O)O)C1 (4'-[(6-Acetamino-2-n-butyl-benzimidazol-1-yl)-methyl]-biphenyl-2-carboxylic acid). The reactants are N(C(=O)C)C=1C=CC2=C(N(C(=N2)CCCC)CC2=CC=C(C=C2)C=2C(=CC=CC2)C(=O)OC(C)(C)C)C1 (tert.butyl 4'-[(6-acetamino-2-n-butyl-benzimidazol-1-yl)-methyl]biphenyl-2-carboxylate), FC(C(=O)O)(F)F (trifluoroacetic acid). Procedure: Prepared in analogous manner to Example 9 from tert.butyl 4'-[(6-acetamino-2-n-butyl-benzimidazol-1-yl)-methyl]biphenyl-2-carboxylate and trifluoroacetic acid. Starting materials: [Al+3], CCCN(CCC)C(C)CCC1Cc2cc(C#N)ccc2C1OCOC, O=C([O-])C(O)C(O)C(=O)[O-], C1CCOC1, CCOC(C)=O, CO, [H-], [H-], [H-], [H-], [K+], [Li+], [Na+]. Yields the product CCCN(CCC)C(C)CCC1Cc2cc(CN)ccc2C1OCOC. As a reaction SMILES: [Al+3:28].[C:1](#[N:2])[c:3]1[cH:4][c:5]2[c:9]([cH:10][cH:11]1)[CH:8]([O:12][CH2:13][O:14][CH3:15])[CH:7]([CH2:16][CH2:17][CH:18]([CH3:19])[N:20]([CH2:21][CH2:22][CH3:23])[CH2:24][CH2:25][CH3:26])[CH2:6]2.[C:39]([CH:40]([CH:41]([C:42]([O-:43])=[O:44])[OH:45])[OH:46])([O-:47])=[O:48].[CH2:51]1[O:52][CH2:53][CH2:54][CH2:55]1.[CH3:33][CH2:34][O:35][C:36](=[O:37])[CH3:38].[CH3:56][OH:57].[H-:27].[H-:30].[H-:31].[H-:32].[K+:50].[Li+:29].[Na+:49]>>[CH2:1]([NH2:2])[c:3]1[cH:4][c:5]2[c:9]([cH:10][cH:11]1)[CH:8]([O:12][CH2:13][O:14][CH3:15])[CH:7]([CH2:16][CH2:17][CH:18]([CH3:19])[N:20]([CH2:21][CH2:22][CH3:23])[CH2:24][CH2:25][CH3:26])[CH2:6]2. The reactants are COC1=CC(=C(C(=C1OC)OC)C1=C(C=C(C=C1)OC)CO)CO ((4,4′,5,6-tetramethoxybiphenyl-2,2′-diyl)dimethanol), O (Water), C(C)(=O)OCC (ethyl acetate). Run in C1CCOC1 (THF), Cl (HCl), Cl (hydrochloric acid). Yields the product COC1=C(C(=CC=2COCC3=C(C21)C=CC(=C3)OC)OC)OC (1,2,3,9-Tetramethoxy-5,7-dihydrodibenzo[c,e]oxepine). Isolated yield 93.0%. RXN SMILES: [CH3:1][O:2][C:3]1[C:8]([O:9][CH3:10])=[C:7]([O:11][CH3:12])[C:6]([C:13]2[CH:18]=[CH:17][C:16]([O:19][CH3:20])=[CH:15][C:14]=2[CH2:21]O)=[C:5]([CH2:23][OH:24])[CH:4]=1.O.C(OCC)(=O)C>C1COCC1.Cl>[CH3:12][O:11][C:7]1[C:6]2[C:13]3[CH:18]=[CH:17][C:16]([O:19][CH3:20])=[CH:15][C:14]=3[CH2:21][O:24][CH2:23][C:5]=2[CH:4]=[C:3]([O:2][CH3:1])[C:8]=1[O:9][CH3:10]. Reported procedure: A solution of (4,4′,5,6-tetramethoxybiphenyl-2,2′-diyl)dimethanol (170 mg, 0.51 mmol) in THF (2 mL), 2M HCl (2 mL) and concentrated hydrochloric acid (1 mL) was stirred under reflux for 3 hours. Water (15 mL) and ethyl acetate (15 mL) were added to the reaction mixture, the layers were separated and the aqueous layer was extracted with ethyl acetate (2×10 mL). The extracts were combined, dried over Na2SO4, filtered and concentrated in vacuo. Flash chromatography of the residue over silica gel (2... Reactants: C(C1=CC=CC=C1)OC1=CC=C2C(=N1)NC=N2 (5-(benzyloxy)-3H-imidazo[4,5-b]pyridine), [N+](=O)([O-])C1=C(C=CC=C1)B(O)O (2-nitrophenylboronic acid). Yields the product [N+](=O)([O-])C1=C(C=CC=C1)N1C=NC=2C1=NC(=CC2)O (3-(2-Nitrophenyl)-3H-imidazo[4,5-b]pyridin-5-ol). As a reaction SMILES: C([O:8][C:9]1[N:14]=[C:13]2[NH:15][CH:16]=[N:17][C:12]2=[CH:11][CH:10]=1)C1C=CC=CC=1.[N+:18]([C:21]1[CH:26]=[CH:25][CH:24]=[CH:23][C:22]=1B(O)O)([O-:20])=[O:19]>>[N+:18]([C:21]1[CH:26]=[CH:25][CH:24]=[CH:23][C:22]=1[N:15]1[C:13]2=[N:14][C:9]([OH:8])=[CH:10][CH:11]=[C:12]2[N:17]=[CH:16]1)([O-:20])=[O:19]. Procedure: From 5-(benzyloxy)-3H-imidazo[4,5-b]pyridine and 2-nitrophenylboronic acid, prepared in a similar manner as the one described in Example 1.26, the title compound was obtained. LCMS m/z=257.1 [M+H]+. Reactants: COC1=CC(=C(C=C1OC)CC(=O)O)[N+](=O)[O-] (4,5-dimethoxy-2-nitrophenylacetic acid), NCCCN(C1CC2=CC(=C(C=C2CC1)OC)OC)C (1-amino-3-[N-methyl-N-(6,7-dimethoxy-1,2,3,4-tetrahydronaphth-2-yl)-amino]-propane), COC1=C2CCC(CC2=CC=C1OC)NC (5,6-Dimethoxy-2-methylamino-1,2,3,4-tetrahydronaphthalene). Run in C(C)O (ethanol). Product: COC1=CC(=C(C=C1OC)CC(=O)NCCCN(C1CC2=CC(=C(C=C2CC1)OC)OC)C)[N+](=O)[O-] (1-[2-(4,5-Dimethoxy-2-nitro-phenyl)-1-oxo-ethylamino]-3-[N-methyl-N-(6,7-dimethoxy-1,2,3,4-tetrahydronaphth-2-yl)-amino]-propane). As a reaction SMILES: [CH3:1][O:2][C:3]1[C:8]([O:9][CH3:10])=[CH:7][C:6]([CH2:11][C:12]([OH:14])=O)=[C:5]([N+:15]([O-:17])=[O:16])[CH:4]=1.[NH2:18][CH2:19][CH2:20][CH2:21][N:22]([CH3:37])[CH:23]1[CH2:32][CH2:31][C:30]2[C:25](=[CH:26][C:27]([O:35][CH3:36])=[C:28]([O:33][CH3:34])[CH:29]=2)[CH2:24]1.COC1C(OC)=CC=C2C=1CCC(NC)C2>C(O)C>[CH3:1][O:2][C:3]1[C:8]([O:9][CH3:10])=[CH:7][C:6]([CH2:11][C:12]([NH:18][CH2:19][CH2:20][CH2:21][N:22]([CH3:37])[CH:23]2[CH2:32][CH2:31][C:30]3[C:25](=[CH:26][C:27]([O:35][CH3:36])=[C:28]([O:33][CH3:34])[CH:29]=3)[CH2:24]2)=[O:14])=[C:5]([N+:15]([O-:17])=[O:16])[CH:4]=1. Procedure details: The title compound of this paragraph is prepared from 4,5-dimethoxy-2-nitrophenylacetic acid (5.25 g, 0.0217 mol) and of 1-amino-3-[N-methyl-N-(6,7-dimethoxy-1,2,3,4-tetrahydronaphth-2-yl)-amino]-propane (6.04 g, 0.0218 mol) analogously to Example R(c). Yield: 8.6 g. Rf value: 0.8 (alumina, eluant: 95 parts by volume of methylene chloride+5 parts by volume of ethanol). Starting materials: FC1=C(C(=CC=C1)F)C1=NC2=C(C=3C=CC(=CC13)C#N)N(N=C2NC2CCN(CC2)S(=O)(=O)C2CC2)COCC[Si](C)(C)C (5-(2,6-difluorophenyl)-3-{[1-(cyclopropylsulphonyl)piperidin-4-yl]amino}-1-{[2-(trimethylsilyl)ethoxy]methyl}-1H-pyrazolo[4,3-c]isoquinoline-7-carbonitrile), C(=O)(C(F)(F)F)O (TFA). The solvent is C(Cl)Cl (DCM), O (water). Run at temperature 0 celsius, time 3 hour. Product: FC1=C(C(=CC=C1)F)C1=NC2=C(C=3C=CC(=CC13)C#N)NN=C2NC2CCN(CC2)S(=O)(=O)C2CC2 (5-(2,6-difluorophenyl)-3-{[1-(cyclopropylsulphonyl)piperidin-4-yl]amino}-1H-pyrazolo[4,3-c]isoquinoline-7-carbonitrile). Isolated yield 35.3%. RXN SMILES: [F:1][C:2]1[CH:7]=[CH:6][CH:5]=[C:4]([F:8])[C:3]=1[C:9]1[C:18]2[CH:17]=[C:16]([C:19]#[N:20])[CH:15]=[CH:14][C:13]=2[C:12]2[N:21](COCC[Si](C)(C)C)[N:22]=[C:23]([NH:24][CH:25]3[CH2:30][CH2:29][N:28]([S:31]([CH:34]4[CH2:36][CH2:35]4)(=[O:33])=[O:32])[CH2:27][CH2:26]3)[C:11]=2[N:10]=1.C(O)(C(F)(F)F)=O>C(Cl)Cl.O>[F:8][C:4]1[CH:5]=[CH:6][CH:7]=[C:2]([F:1])[C:3]=1[C:9]1[C:18]2[CH:17]=[C:16]([C:19]#[N:20])[CH:15]=[CH:14][C:13]=2[C:12]2[NH:21][N:22]=[C:23]([NH:24][CH:25]3[CH2:30][CH2:29][N:28]([S:31]([CH:34]4[CH2:35][CH2:36]4)(=[O:32])=[O:33])[CH2:27][CH2:26]3)[C:11]=2[N:10]=1. Procedure: A 10 ml round-bottomed flask equipped with a magnetic stirrer is charged with 57 mg of 5-(2,6-difluorophenyl)-3-{[1-(cyclopropylsulphonyl)piperidin-4-yl]amino}-1-{[2-(trimethylsilyl)ethoxy]methyl}-1H-pyrazolo[4,3-c]isoquinoline-7-carbonitrile in 5 ml of DCM. After cooling to 0° C. using an ice bath, 0.3 ml of TFA is added and the mixture is stirred at RT for 3 h. It is concentrated under RP and the solid obtained is taken up in 20 ml of water and extracted with three times 20 ml of AcOEt, dried ... The reactants are O=C(CCCCCCCCCCCO)OCc1ccccc1, C1CCOC1, O=C1c2ccccc2C(=O)N1O, c1ccc(P(c2ccccc2)c2ccccc2)cc1. Product: O=P(c1ccccc1)(c1ccccc1)c1ccccc1. RXN SMILES: [CH2:1]([O:8][C:2](=[O:3])[CH2:4][CH2:5][CH2:6][CH2:7][CH2:9][CH2:10][CH2:11][CH2:12][CH2:13][CH2:14][CH2:15][OH:16])[c:17]1[cH:18][cH:19][cH:20][cH:21][cH:22]1.[CH2:54]1[O:55][CH2:56][CH2:57][CH2:58]1.[OH:42][N:43]1[C:44](=[O:45])[c:46]2[cH:47][cH:48][cH:49][cH:50][c:51]2[C:52]1=[O:53].[c:23]1([P:29]([c:30]2[cH:31][cH:32][cH:33][cH:34][cH:35]2)[c:36]2[cH:37][cH:38][cH:39][cH:40][cH:41]2)[cH:24][cH:25][cH:26][cH:27][cH:28]1>>[O:8]=[P:29]([c:23]1[cH:24][cH:25][cH:26][cH:27][cH:28]1)([c:30]1[cH:31][cH:32][cH:33][cH:34][cH:35]1)[c:36]1[cH:37][cH:38][cH:39][cH:40][cH:41]1.